From a dataset of the Open Reaction Database (ORD), a public repository of structured organic reaction records. describe an organic reaction: reactants, conditions, products, and yield The reactants are Br, O=C([O-])[O-], ClCCl, CN(C)C=O, CC(=O)CCCCl, [K+], [K+], O, Oc1ccccc1Cl. Yields the product CC(=O)C1(Oc2ccccc2Cl)CC1. RXN SMILES: [Br:1].[C:9](=[O:10])([O-:11])[O-:12].[CH2:23]([Cl:24])[Cl:25].[CH3:26][N:27]([CH3:28])[CH:29]=[O:30].[Cl:2][CH2:3][CH2:4][CH2:5][C:6]([CH3:7])=[O:8].[K+:13].[K+:14].[OH2:31].[OH:15][c:16]1[cH:17][cH:18][cH:19][cH:20][c:21]1[Cl:22]>>[CH2:3]1[CH2:4][C:5]1([C:6]([CH3:7])=[O:8])[O:15][c:16]1[cH:17][cH:18][cH:19][cH:20][c:21]1[Cl:22]. Starting materials: Cc1cccc2c(=O)oc(=O)[nH]c12, O=[N+]([O-])O, O=S(=O)(O)O. Yields the product Cc1cc([N+](=O)[O-])cc2c(=O)oc(=O)[nH]c12. As a reaction SMILES: [CH3:1][c:2]1[cH:3][cH:4][cH:5][c:6]2[c:7]1[nH:8][c:9](=[O:13])[o:10][c:11]2=[O:12].[OH:14][N+:15]([O-:16])=[O:17].[S:18](=[O:19])(=[O:20])([OH:21])[OH:22]>>[CH3:1][c:2]1[cH:3][c:4]([N+:15](=[O:14])[O-:16])[cH:5][c:6]2[c:7]1[nH:8][c:9](=[O:13])[o:10][c:11]2=[O:12].